From a dataset of the Open Reaction Database (ORD), a public repository of structured organic reaction records. describe an organic reaction: reactants, conditions, products, and yield Starting materials: F[B-](F)(F)F, [H+], O=N[O-], Nc1nc(Cl)c2[nH]cnc2n1, [Na+], [Na+], [OH-], O. Product: Fc1nc(Cl)c2[nH]cnc2n1. Reaction SMILES: [F:13][B-:14]([F:15])([F:16])[F:17].[H+:12].[N:18]([O-:19])=[O:20].[NH2:1][c:2]1[n:3][c:4]([Cl:11])[c:5]2[nH:6][cH:7][n:8][c:9]2[n:10]1.[Na+:21].[Na+:23].[OH-:22].[OH2:24]>>[c:2]1([F:13])[n:3][c:4]([Cl:11])[c:5]2[nH:6][cH:7][n:8][c:9]2[n:10]1. The reactants are ClC1=CC(=C(C=C1O)N1C(=NC(=CC1=O)C(F)(F)F)OC)F (1-(4-chloro-2-fluoro-5-hydroxyphenyl)-2-methoxy-4-trifluoromethyl-6(1H)-pyrimidinone), C(C)(=O)Cl (acetyl chloride), N1=CC=CC=C1 (pyridine). Solvent: C(Cl)Cl (methylene chloride). Yields the product C(C)(=O)OC1=C(C=C(C(=C1)N1C(=NC(=CC1=O)C(F)(F)F)OC)F)Cl (2-chloro-4-fluoro-5-[2-methoxy -6-oxo-4-trifluoromethyl-1(6H)-pyrimidinyl]-phenyl acetate). As a reaction SMILES: [Cl:1][C:2]1[C:7]([OH:8])=[CH:6][C:5]([N:9]2[C:14](=[O:15])[CH:13]=[C:12]([C:16]([F:19])([F:18])[F:17])[N:11]=[C:10]2[O:20][CH3:21])=[C:4]([F:22])[CH:3]=1.[C:23](Cl)(=[O:25])[CH3:24].N1C=CC=CC=1>C(Cl)Cl>[C:23]([O:8][C:7]1[CH:6]=[C:5]([N:9]2[C:14](=[O:15])[CH:13]=[C:12]([C:16]([F:18])([F:17])[F:19])[N:11]=[C:10]2[O:20][CH3:21])[C:4]([F:22])=[CH:3][C:2]=1[Cl:1])(=[O:25])[CH3:24]. Procedure: using 1-(4-chloro-2-fluoro-5-hydroxyphenyl)-2-methoxy-4-trifluoromethyl-6(1H)-pyrimidinone and acetyl chloride with pyridine in methylene chloride there is obtained 2-chloro-4-fluoro-5-[2-methoxy -6-oxo-4-trifluoromethyl-1(6H)-pyrimidinyl]-phenyl acetate, m.p. 110°-112° C.; Reactants: CC(CCCC(=O)OC(C)(C)C)O[N+](=O)[O-], ClCCl. The product is CC(CCCC(=O)O)O[N+](=O)[O-]. Reaction SMILES: [C:1]([CH3:2])([CH3:3])([CH3:4])[O:5][C:6]([CH2:7][CH2:8][CH2:9][CH:10]([CH3:11])[O:12][N+:13](=[O:14])[O-:15])=[O:16].[Cl:17][CH2:18][Cl:19]>>[O:5]=[C:6]([CH2:7][CH2:8][CH2:9][CH:10]([CH3:11])[O:12][N+:13](=[O:14])[O-:15])[OH:16]. Starting materials: FC=1C=CC(=C(C(=O)Cl)C1)[N+](=O)[O-] (5-fluoro-2-nitrobenzoyl chloride), C1(=CC=CC=C1)C (toluene), CC(=O)C (acetone), [N-]=[N+]=[N-].[Na+] (sodium azide). The solvent is O (water), CC(=O)C.O (acetone water). The product is FC=1C=CC(=C(C(=O)N=[N+]=[N-])C1)[N+](=O)[O-] (5-Fluoro-2-nitrobenzoyl azide). Reaction SMILES: [F:1][C:2]1[CH:3]=[CH:4][C:5]([N+:11]([O-:13])=[O:12])=[C:6]([CH:10]=1)[C:7](Cl)=[O:8].C1(C)C=CC=CC=1.CC(C)=O.[N-:25]=[N+:26]=[N-:27].[Na+]>O.CC(C)=O.O>[F:1][C:2]1[CH:3]=[CH:4][C:5]([N+:11]([O-:13])=[O:12])=[C:6]([CH:10]=1)[C:7]([N:25]=[N+:26]=[N-:27])=[O:8] |f:3.4,6.7|. Procedure details: A solution of 5-fluoro-2-nitrobenzoyl chloride (52 g, 0.256 mol) in a toluene (50 mL) and acetone (60 mL) mixture is added dropwise to a solution of sodium azide (19.55 g, 0.301 mol) in water while maintaining the reaction mixture temperature below 30° C. The resultant solid is collected and the filtrate is extracted with ether. The organic extracts are combined, washed with water, dried over anhydrous magnesium sulfate and concentrated by blowing air over the solution to obtain additional solid... The reactants are O=C1O[C@@H]([C@@H](N(C1)C(=O)OC(C)(C)C)C1=CC=CC=C1)C1=CC=CC=C1 (tert-butyl (2R, 3S)-(−)-6-oxo-2,3-diphenyl-4-morpholinecarboxylate), crude product, CCC(CC)C=1C=C(CBr)C=CC1 (3-(3-pentyl)benzyl bromide), C[Si](C)(C)[N-][Si](C)(C)C.[Na+] (sodium bis(trimethylsilyl)amide). Run in TBF, C1CCOC1 (THF). The product is O=C1O[C@@H]([C@@H](N([C@H]1CC1=CC(=CC=C1)C(CC)CC)C(=O)OC(C)(C)C)C1=CC=CC=C1)C1=CC=CC=C1 (tert-butyl (2R,3S,5S)-6-oxo-2,3-diphenyl-5-(3-(3-pentyl)benzyl)4-morpholinecarboxylate). The yield is 47.6%. RXN SMILES: [O:1]=[C:2]1[CH2:7][N:6]([C:8]([O:10][C:11]([CH3:14])([CH3:13])[CH3:12])=[O:9])[C@@H:5]([C:15]2[CH:20]=[CH:19][CH:18]=[CH:17][CH:16]=2)[C@@H:4]([C:21]2[CH:26]=[CH:25][CH:24]=[CH:23][CH:22]=2)[O:3]1.[CH3:27][CH2:28][CH:29]([C:32]1[CH:33]=[C:34]([CH:37]=[CH:38][CH:39]=1)[CH2:35]Br)[CH2:30][CH3:31].C[Si]([N-][Si](C)(C)C)(C)C.[Na+]>C1COCC1>[O:1]=[C:2]1[C@H:7]([CH2:35][C:34]2[CH:37]=[CH:38][CH:39]=[C:32]([CH:29]([CH2:30][CH3:31])[CH2:28][CH3:27])[CH:33]=2)[N:6]([C:8]([O:10][C:11]([CH3:14])([CH3:13])[CH3:12])=[O:9])[C@@H:5]([C:15]2[CH:16]=[CH:17][CH:18]=[CH:19][CH:20]=2)[C@@H:4]([C:21]2[CH:22]=[CH:23][CH:24]=[CH:25][CH:26]=2)[O:3]1 |f:2.3|. Procedure: According to example 142, 3.27 g of tert-butyl (2R, 3S)-(−)-6-oxo-2,3-diphenyl-4-morpholinecarboxylate was alkylated with 2.23 g of 3-(3-pentyl)benzyl bromide in 70 mL of anhydrous TBF using 9.71 mL of 1 M sodium bis(trimethylsilyl)amide in THF. The crude product was subjected to flash chromatography on silica gel (9:1 hexane:EtOAc) and then recrystallization from EtOH-water to afford 2.26 g (48%) of tert-butyl (2R,3S,5S)-6-oxo-2,3-diphenyl-5-(3-(3-pentyl)benzyl)4-morpholinecarboxylate as a whit... Starting materials: CCOC(C)=O, ClCCCCCOc1nc2ccccc2s1, [Na+], CN(C)C=O, [OH-], Oc1ccccc1. Product: c1ccc(OCCCCCOc2nc3ccccc3s2)cc1. Reaction SMILES: [CH3:31][CH2:32][O:33][C:34]([CH3:35])=[O:36].[Cl:10][CH2:11][CH2:12][CH2:13][CH2:14][CH2:15][O:16][c:17]1[s:18][c:19]2[c:20]([n:21]1)[cH:22][cH:23][cH:24][cH:25]2.[Na+:9].[O:26]=[CH:27][N:28]([CH3:29])[CH3:30].[OH-:8].[OH:1][c:2]1[cH:3][cH:4][cH:5][cH:6][cH:7]1>>[O:1]([c:2]1[cH:3][cH:4][cH:5][cH:6][cH:7]1)[CH2:11][CH2:12][CH2:13][CH2:14][CH2:15][O:16][c:17]1[s:18][c:19]2[c:20]([n:21]1)[cH:22][cH:23][cH:24][cH:25]2. The reactants are BrB(Br)Br, ClCCl, COc1ccc2cc(C(C)C#N)ccc2c1, O. Product: CC(C#N)c1ccc2cc(O)ccc2c1. Reaction SMILES: [B:1]([Br:2])([Br:3])[Br:4].[CH2:22]([Cl:23])[Cl:24].[CH3:5][O:6][c:7]1[cH:8][c:9]2[cH:10][cH:11][c:12]([CH:17]([C:18]#[N:19])[CH3:20])[cH:13][c:14]2[cH:15][cH:16]1.[OH2:21]>>[OH:6][c:7]1[cH:8][c:9]2[cH:10][cH:11][c:12]([CH:17]([C:18]#[N:19])[CH3:20])[cH:13][c:14]2[cH:15][cH:16]1. Starting materials: C1(CC1)NC(C(C(CCC)NC(OCC=C)=O)O)=O (Allyl 1-(cyclopropylamino)-2-hydroxy-1-oxohexan-3-ylcarbamate), CN1C(=O)N(C(=O)CC1=O)C (1,3-Dimethylbarbituric acid). Reagents/catalysts: C=1C=CC(=CC1)[P](C=2C=CC=CC2)(C=3C=CC=CC3)[Pd]([P](C=4C=CC=CC4)(C=5C=CC=CC5)C=6C=CC=CC6)([P](C=7C=CC=CC7)(C=8C=CC=CC8)C=9C=CC=CC9)[P](C=1C=CC=CC1)(C=1C=CC=CC1)C=1C=CC=CC1 (tetrakis(triphenylphosphine)palladium). The solvent is C(Cl)Cl (DCM). Run at time 8 hour. Yields the product NC(C(C(=O)NC1CC1)O)CCC (3-Amino-N-cyclopropyl-2-hydroxyhexanamide). Reaction SMILES: [CH:1]1([NH:4][C:5](=[O:19])[CH:6]([OH:18])[CH:7]([NH:11]C(=O)OCC=C)[CH2:8][CH2:9][CH3:10])[CH2:3][CH2:2]1.CN1C(=O)CC(=O)N(C)C1=O>C1C=CC([P]([Pd]([P](C2C=CC=CC=2)(C2C=CC=CC=2)C2C=CC=CC=2)([P](C2C=CC=CC=2)(C2C=CC=CC=2)C2C=CC=CC=2)[P](C2C=CC=CC=2)(C2C=CC=CC=2)C2C=CC=CC=2)(C2C=CC=CC=2)C2C=CC=CC=2)=CC=1.C(Cl)Cl>[NH2:11][CH:7]([CH2:8][CH2:9][CH3:10])[CH:6]([OH:18])[C:5]([NH:4][CH:1]1[CH2:2][CH2:3]1)=[O:19] |^1:34,36,55,74|. Procedure: Allyl 1-(cyclopropylamino)-2-hydroxy-1-oxohexan-3-ylcarbamate bound resin M1B (30 g, 1.0 eq.) was swollen with DCM. 1,3-Dimethylbarbituric acid (24.17 g, 12 eq.) and tetrakis(triphenylphosphine)palladium (1.49 g, 0.1 eq.) were added and the mixture shaken overnight. The mixture was filtered and washed with DMF and DCM to yield the resin M1D. Reactants: NC=1C=NC(=C(C#N)C1)OCC(F)(F)F (5-amino-2-(2,2,2-trifluoroethoxy)nicotinonitrile), [H-].[Na+] (sodium hydride), oil, FC(C1=CC=C(C=C1)[C@H]1N(CCC2=CC=CC=C12)C(=O)OC1=CC=C(C=C1)[N+](=O)[O-])(F)F ((R)-4-Nitrophenyl 1-(4-(trifluoromethyl)phenyl)-3,4-dihydroisoquinoline-2(1H)-carboxylate), O (H2O). Solvent: C1CCOC1 (THF), CO (MeOH). Run at time 15 minute. The product is C(#N)C=1C=C(C=NC1OCC(F)(F)F)NC(=O)N1[C@@H](C2=CC=CC=C2CC1)C1=CC=C(C=C1)C(F)(F)F ((R)—N-(5-cyano-6-(2,2,2-trifluoroethoxy)pyridin-3-yl)-1-(4-(trifluoro-methyl)phenyl)-3,4-dihydroisoquinoline-2(1H)-carboxamide). As a reaction SMILES: [NH2:1][C:2]1[CH:3]=[N:4][C:5]([O:10][CH2:11][C:12]([F:15])([F:14])[F:13])=[C:6]([CH:9]=1)[C:7]#[N:8].[H-].[Na+].[F:18][C:19]([F:49])([F:48])[C:20]1[CH:25]=[CH:24][C:23]([C@@H:26]2[C:35]3[C:30](=[CH:31][CH:32]=[CH:33][CH:34]=3)[CH2:29][CH2:28][N:27]2[C:36](OC2C=CC([N+]([O-])=O)=CC=2)=[O:37])=[CH:22][CH:21]=1.O>C1COCC1.CO>[C:7]([C:6]1[CH:9]=[C:2]([NH:1][C:36]([N:27]2[CH2:28][CH2:29][C:30]3[C:35](=[CH:34][CH:33]=[CH:32][CH:31]=3)[C@H:26]2[C:23]2[CH:24]=[CH:25][C:20]([C:19]([F:48])([F:18])[F:49])=[CH:21][CH:22]=2)=[O:37])[CH:3]=[N:4][C:5]=1[O:10][CH2:11][C:12]([F:15])([F:13])[F:14])#[N:8] |f:1.2|. Procedure details: To a solution of 5-amino-2-(2,2,2-trifluoroethoxy)nicotinonitrile (49 mg, 226 μmol) in THF (1.0 mL) was added sodium hydride, 60% dispersion in mineral oil (26 mg, 678 μmol). The resulting mixture was then stirred at RT for 15 min. Then, (R)-4-nitrophenyl 1-(4-(trifluoromethyl)phenyl)-3,4-dihydroisoquinoline-2(1H)-carboxylate (100 mg, 226 μmol, example 88) was added and the mixture was stirred at RT for overnight. Then, a solution of H2O and MeOH (1:1, 0.2 mL) was added and the solvents were rem... RXN SMILES: [C:1]1([CH:7]2[CH2:14][CH2:13][C:12](=O)[NH:11][C:10]3[CH:16]=[CH:17][CH:18]=[CH:19][C:9]=3[S:8]2)[CH:6]=[CH:5][CH:4]=[CH:3][CH:2]=1.C1(C2CC(=O)NC3C=CC=CC=3S2)C=CC=CC=1.[ClH:38].[CH3:39][N:40]([CH3:64])[CH2:41][CH2:42][N:43]([CH3:63])[C:44](N1C2C=CC=CC=2SC(C2C=CC=CC=2)CC1)=[O:45]>>[ClH:38].[CH3:39][N:40]([CH3:64])[CH2:41][CH2:42][N:43]([CH3:63])[C:44]([N:11]1[C:10]2[CH:16]=[CH:17][CH:18]=[CH:19][C:9]=2[S:8][CH:7]([C:1]2[CH:6]=[CH:5][CH:4]=[CH:3][CH:2]=2)[CH2:14][CH2:13][CH2:12]1)=[O:45] |f:2.3,4.5|. Starting materials: C1(=CC=CC=C1)C1SC2=C(NC(CC1)=O)C=CC=C2 (3,4-dihydro-2-phenyl-2H-1,6-benzothiazocin-5(6H)-one), C1(=CC=CC=C1)C1SC2=C(NC(C1)=O)C=CC=C2 (2,3-dihydro-2-phenyl-1,5-benzothiazepin-4-one), Cl.CN(CCN(C(=O)N1CCC(SC2=C1C=CC=C2)C2=CC=CC=C2)C)C (N-[2-(Dimethylamino)ethyl]-2,3,4,5-tetrahydro-N-methyl-2-phenyl-1,5-benzothiazepine-5-carboxamide, Hydrochloride). Procedure: By substituting an equivalent amount of 3,4-dihydro-2-phenyl-2H-1,6-benzothiazocin-5(6H)-one for the 2,3-dihydro-2-phenyl-1,5-benzothiazepin-4-one in part (A) of Example 1 and carrying out the procedure of the Example, there is obtained N-(2-dimethylaminoethyl)-N-methyl-2phenyl-1,2,3,4,5,6-hexahydro-1,6-benzothiazocine-6-carboxamide hydrochloride. Yields the product Cl.CN(CCN(C(=O)N1CCCC(SC2=C1C=CC=C2)C2=CC=CC=C2)C)C (N-(2-dimethylaminoethyl)-N-methyl-2phenyl-1,2,3,4,5,6-hexahydro-1,6-benzothiazocine-6-carboxamide hydrochloride).